Dataset: the Open Reaction Database (ORD), a public repository of structured organic reaction records. Task: describe an organic reaction: reactants, conditions, products, and yield The reactants are N1=C(Cl)N=C(Cl)N=C1Cl (cyanuric chloride), [OH-].[Na+] (sodium hydroxide), [Cl-].[Na+] (sodium chloride), C(C)NCC (diethylamine). The solvent is C1(=CC=CC=C1)C (toluene), O (water), O (Water), C1(=CC=CC=C1)C (toluene). Reaction conditions: temperature 0 celsius, time 2 hour. The product is ClC1=NC(=NC(=N1)Cl)N(CC)CC (2,4-dichloro-6-diethylamino-1,3,5-triazine). Yield: 70.1%. RXN SMILES: [N:1]1[C:8]([Cl:9])=[N:7][C:5](Cl)=[N:4][C:2]=1[Cl:3].[OH-].[Na+].[CH2:12]([NH:14][CH2:15][CH3:16])[CH3:13].[Cl-].[Na+]>C1(C)C=CC=CC=1.O>[Cl:9][C:8]1[N:1]=[C:2]([Cl:3])[N:4]=[C:5]([N:14]([CH2:15][CH3:16])[CH2:12][CH3:13])[N:7]=1 |f:1.2,4.5|. Reported procedure: A mixture of 50.0 g (271 mmol) of cyanuric chloride, 22.0 g of 50% aqueous sodium hydroxide, 22 ml of water, and 150 ml of toluene, cooled to 0° C., is admixed with a solution of 19.8 g (271 mmol) of diethylamine in 25 ml of toluene over a 45 minute interval. The reaction temperature is maintained at 0°-5° C. throughout the addition. After the addition is complete, the reaction mixture is stirred for two hours at ambient temperature. Water is added to the mixture to dissolve the sodium chloride,... The reactants are B(Br)(Br)Br (boron tribromide), COC1=CC=C(C=C1)OC1=CC=C(C=C1)Cl (1-Methoxy-4-(4-chlorophenoxy)benzene). Solvent: ClCCl (dichloromethane). The product is ClC1=CC=C(OC2=CC=C(C=C2)O)C=C1 (4-(4-chloro-phenoxy)-phenol). Isolated yield 52.1%. RXN SMILES: B(Br)(Br)Br.C[O:6][C:7]1[CH:12]=[CH:11][C:10]([O:13][C:14]2[CH:19]=[CH:18][C:17]([Cl:20])=[CH:16][CH:15]=2)=[CH:9][CH:8]=1>ClCCl>[Cl:20][C:17]1[CH:18]=[CH:19][C:14]([O:13][C:10]2[CH:11]=[CH:12][C:7]([OH:6])=[CH:8][CH:9]=2)=[CH:15][CH:16]=1. Procedure: Following the general procedure for Example 12 (step 2), boron tribromide (1.0 M solution in dichloromethane, 9.66 mL, 9.66 mmol) was added to the product from step 1 (0.76 g, 3.22 mmol) in dichloromethane (15 mL) to afford the title compound (0.37 g, 52%) as a light-green solid. The reactants are ClCCCl, COC(=O)C(N)Cc1ccc(OCc2c(Cl)cccc2Cl)cc1, O=C(O)c1cccnc1Cl, ClCCl, Cl, On1nnc2ccccc21. Product: COC(=O)C(Cc1ccc(OCc2c(Cl)cccc2Cl)cc1)NC(=O)c1cccnc1Cl. As a reaction SMILES: [CH2:35]([Cl:36])[CH2:37][Cl:38].[CH3:2][O:3][C:4]([CH:5]([NH2:6])[CH2:7][c:8]1[cH:9][cH:10][c:11]([O:14][CH2:15][c:16]2[c:17]([Cl:23])[cH:18][cH:19][cH:20][c:21]2[Cl:22])[cH:12][cH:13]1)=[O:24].[Cl:25][c:26]1[c:27]([C:28](=[O:29])[OH:30])[cH:31][cH:32][cH:33][n:34]1.[Cl:49][CH2:50][Cl:51].[ClH:1].[OH:39][n:40]1[c:41]2[c:42]([cH:43][cH:44][cH:45][cH:46]2)[n:47][n:48]1>>[CH3:2][O:3][C:4]([CH:5]([NH:6][C:28]([c:27]1[c:26]([Cl:25])[n:34][cH:33][cH:32][cH:31]1)=[O:29])[CH2:7][c:8]1[cH:9][cH:10][c:11]([O:14][CH2:15][c:16]2[c:17]([Cl:23])[cH:18][cH:19][cH:20][c:21]2[Cl:22])[cH:12][cH:13]1)=[O:24]. Starting materials: CC(C)(C)OC(=O)N1CCC(c2ccc(N)cc2)CC1, CC#N, O=C1CCC(=O)N1Br. Product: CC(C)(C)OC(=O)N1CCC(c2ccc(N)c(Br)c2)CC1. As a reaction SMILES: [C:1]([CH3:2])([CH3:3])([CH3:4])[O:5][C:6](=[O:7])[N:8]1[CH2:9][CH2:10][CH:11]([c:14]2[cH:15][cH:16][c:17]([NH2:20])[cH:18][cH:19]2)[CH2:12][CH2:13]1.[CH3:29][C:30]#[N:31].[O:21]=[C:22]1[N:23]([Br:28])[C:24](=[O:25])[CH2:26][CH2:27]1>>[C:1]([CH3:2])([CH3:3])([CH3:4])[O:5][C:6](=[O:7])[N:8]1[CH2:9][CH2:10][CH:11]([c:14]2[cH:15][c:16]([Br:28])[c:17]([NH2:20])[cH:18][cH:19]2)[CH2:12][CH2:13]1. Starting materials: solid, C1(CCCCC1)CN1C(=NC2=C1C=CC=C2)C2=C(C=CC=C2)CCC2=CC=C(OCC(=O)O)C=C2 ((4-{2-[2-(1-Cyclohexylmethyl-1H-benzoimidazol-2-yl)-phenyl]-ethyl}-phenoxy)-acetic acid), C1(CCCCC1)CN1C(=NC2=C1C=CC=C2)C2=C(C=CC=C2)CCC2=CC=C(OCC(=O)O)C=C2 ((4-{2-[2-(1-Cyclohexylmethyl-1H-benzoimidazol-2-yl)-phenyl]-ethyl}-phenoxy)-acetic acid), C(#C)C1=CC=C(C#N)C=C1 (4-ethynyl-benzonitrile). Product: C1(CCCCC1)CN1C(=NC2=C1C=CC=C2)C2=C(C=CC=C2)C#CC2=CC=C(C#N)C=C2 (4-[2-(1-Cyclohexylmethyl-1H-benzoimidazol-2-yl)-phenylethynyl]-benzonitrile). RXN SMILES: [CH:1]1([CH2:7][N:8]2[C:12]3[CH:13]=[CH:14][CH:15]=[CH:16][C:11]=3[N:10]=[C:9]2[C:17]2[CH:22]=[CH:21][CH:20]=[CH:19][C:18]=2CCC2C=CC(OCC(O)=O)=CC=2)[CH2:6][CH2:5][CH2:4][CH2:3][CH2:2]1.[C:36]([C:38]1[CH:45]=[CH:44][C:41]([C:42]#[N:43])=[CH:40][CH:39]=1)#[CH:37]>>[CH:1]1([CH2:7][N:8]2[C:12]3[CH:13]=[CH:14][CH:15]=[CH:16][C:11]=3[N:10]=[C:9]2[C:17]2[CH:22]=[CH:21][CH:20]=[CH:19][C:18]=2[C:37]#[C:36][C:38]2[CH:45]=[CH:44][C:41]([C:42]#[N:43])=[CH:40][CH:39]=2)[CH2:2][CH2:3][CH2:4][CH2:5][CH2:6]1. Procedure details: The title compound was prepared in analogy to Example 72, intermediate a, from 2-(2-bromo-phenyl)-1-cyclohexylmethyl-1H-benzoimidazole (Example 79, intermediate e) and 4-ethynyl-benzonitrile (CAS Reg. No. 3032-92-6). Yellow solid (22%). MS (Turbo Spray): m/z=416.6 (M+H). Reactants: C(#N)C=1C=C(C=CC1)B(O)O (3-cyanophenylboronic acid), C18H16N2O, BrC=1C=C2C(CC(NC2=CC1)=O)(C)C (6-bromo-4,4-dimethyl-3,4-dihydro-1H-quinolin-2-one), C([O-])([O-])=O.[K+].[K+] (potassium carbonate). Reagents/catalysts: C=1C=CC(=CC1)[P](C=2C=CC=CC2)(C=3C=CC=CC3)[Pd]([P](C=4C=CC=CC4)(C=5C=CC=CC5)C=6C=CC=CC6)([P](C=7C=CC=CC7)(C=8C=CC=CC8)C=9C=CC=CC9)[P](C=1C=CC=CC1)(C=1C=CC=CC1)C=1C=CC=CC1 (tetrakis(triphenylphosphine)palladium(0)). Solvent: O (water), C1(=CC=CC=C1)C (toluene). The product is CC1(CC(NC2=CC=C(C=C12)C=1C=C(C#N)C=CC1)=O)C (3-(4,4-Dimethyl-2-oxo-1,2,3,4,-tetrahydroquinolin-6-yl)benzonitrile). Reaction SMILES: [C:1]([C:3]1[CH:4]=[C:5](B(O)O)[CH:6]=[CH:7][CH:8]=1)#[N:2].Br[C:13]1[CH:14]=[C:15]2[C:20](=[CH:21][CH:22]=1)[NH:19][C:18](=[O:23])[CH2:17][C:16]2([CH3:25])[CH3:24].C(=O)([O-])[O-].[K+].[K+]>C1C=CC([P]([Pd]([P](C2C=CC=CC=2)(C2C=CC=CC=2)C2C=CC=CC=2)([P](C2C=CC=CC=2)(C2C=CC=CC=2)C2C=CC=CC=2)[P](C2C=CC=CC=2)(C2C=CC=CC=2)C2C=CC=CC=2)(C2C=CC=CC=2)C2C=CC=CC=2)=CC=1.C1(C)C=CC=CC=1.O>[CH3:24][C:16]1([CH3:25])[C:15]2[C:20](=[CH:21][CH:22]=[C:13]([C:5]3[CH:4]=[C:3]([CH:8]=[CH:7][CH:6]=3)[C:1]#[N:2])[CH:14]=2)[NH:19][C:18](=[O:23])[CH2:17]1 |f:2.3.4,^1:35,37,56,75|. Procedure details: Prepared by coupling 3-cyanophenylboronic acid with an equivalent amount of 6-bromo-4,4-dimethyl-3,4-dihydro-1H-quinolin-2-one using a catalytic amount of tetrakis(triphenylphosphine)palladium(0) as a catalyst with overnight refluxing in toluene containing an equivalent amount of potassium carbonate dissolved in water in the usual manner followed by recrystallization from ethanol gave a gray solid: mp. 190-192° C.; 1H-NMR (DMSO-d6) δ 10.29 (s, 1H), 8.17 (s, 1H), 8.00 (d, 1H, J=7.9 Hz), 7.77 (d, ... Starting materials: CCOP(=O)(Cc1ccc(C(=NN)c2ccccc2)cc1)OCC, C1CCOC1, CCO, O=[Hg], [K+], [Na+], [Na+], O=S(=O)([O-])[O-], [OH-]. Product: CCOP(=O)(Cc1ccc(C(=[N+]=[N-])c2ccccc2)cc1)OCC. As a reaction SMILES: [CH2:10]([CH3:11])[O:12][P:13]([O:14][CH2:15][CH3:16])(=[O:17])[CH2:18][c:19]1[cH:20][cH:21][c:22]([C:25]([c:26]2[cH:27][cH:28][cH:29][cH:30][cH:31]2)=[N:32][NH2:33])[cH:23][cH:24]1.[CH2:37]1[O:38][CH2:39][CH2:40][CH2:41]1.[CH3:34][CH2:35][OH:36].[Hg:42]=[O:43].[K+:9].[Na+:1].[Na+:2].[O-:3][S:4](=[O:5])(=[O:6])[O-:7].[OH-:8]>>[CH2:10]([CH3:11])[O:12][P:13]([O:14][CH2:15][CH3:16])(=[O:17])[CH2:18][c:19]1[cH:20][cH:21][c:22]([C:25]([c:26]2[cH:27][cH:28][cH:29][cH:30][cH:31]2)=[N+:32]=[N-:33])[cH:23][cH:24]1.